This data is from the Open Reaction Database (ORD), a public repository of structured organic reaction records. The task is: describe an organic reaction: reactants, conditions, products, and yield The reactants are BrC=1C=CC2=C(N(C[C@H](C=3N2C(=NN3)C)C)C3=CC=C(C=C3)Cl)C1 ((R)-8-bromo-6-(4-chlorophenyl)-1,4-dimethyl-5,6-dihydro-4H-benzo[b][1,2,4]triazolo[4,3-d][1,4]diazepine), CN1C(C=CC(=C1)B1OC(C(O1)(C)C)(C)C)=O (1-methyl-5-(4,4,5,5-tetramethyl-1,3,2-dioxaborolan-2-yl)pyridin-2(1H)-one), C([O-])([O-])=O.[Cs+].[Cs+] (cesium carbonate), C1(=CC=CC=C1)C (toluene). The reagents and catalysts are O (water), C=1C=CC(=CC1)[P](C=2C=CC=CC2)(C=3C=CC=CC3)[Pd]([P](C=4C=CC=CC4)(C=5C=CC=CC5)C=6C=CC=CC6)([P](C=7C=CC=CC7)(C=8C=CC=CC8)C=9C=CC=CC9)[P](C=1C=CC=CC1)(C=1C=CC=CC1)C=1C=CC=CC1 (tetrakis(triphenylphosphine)palladium(0)). The solvent is C(C)O (ethanol), O (water). Run at temperature 100 celsius, time 16 hour. Product: ClC1=CC=C(C=C1)N1C2=C(N3C([C@@H](C1)C)=NN=C3C)C=CC(=C2)C=2C=CC(N(C2)C)=O ((R)-5-(6-(4-chlorophenyl)-1,4-dimethyl-5,6-dihydro-4H-benzo[b][1,2,4]triazolo[4,3-d][1,4]diazepin-8-yl)-1-methylpyridin-2(1H)-one). Isolated yield 34.7%. Reaction SMILES: Br[C:2]1[CH:3]=[CH:4][C:5]2[N:11]3[C:12]([CH3:15])=[N:13][N:14]=[C:10]3[C@H:9]([CH3:16])[CH2:8][N:7]([C:17]3[CH:22]=[CH:21][C:20]([Cl:23])=[CH:19][CH:18]=3)[C:6]=2[CH:24]=1.[CH3:25][N:26]1[CH:31]=[C:30](B2OC(C)(C)C(C)(C)O2)[CH:29]=[CH:28][C:27]1=[O:41].C(=O)([O-])[O-].[Cs+].[Cs+].C1(C)C=CC=CC=1>O.C1C=CC([P]([Pd]([P](C2C=CC=CC=2)(C2C=CC=CC=2)C2C=CC=CC=2)([P](C2C=CC=CC=2)(C2C=CC=CC=2)C2C=CC=CC=2)[P](C2C=CC=CC=2)(C2C=CC=CC=2)C2C=CC=CC=2)(C2C=CC=CC=2)C2C=CC=CC=2)=CC=1.C(O)C>[Cl:23][C:20]1[CH:19]=[CH:18][C:17]([N:7]2[CH2:8][C@@H:9]([CH3:16])[C:10]3=[N:14][N:13]=[C:12]([CH3:15])[N:11]3[C:5]3[CH:4]=[CH:3][C:2]([C:30]4[CH:29]=[CH:28][C:27](=[O:41])[N:26]([CH3:25])[CH:31]=4)=[CH:24][C:6]2=3)=[CH:22][CH:21]=1 |f:2.3.4,^1:59,61,80,99|. Procedure details: To a mixture of (R)-8-bromo-6-(4-chlorophenyl)-1,4-dimethyl-5,6-dihydro-4H-benzo[b][1,2,4]triazolo[4,3-d][1,4]diazepine (40.2 mg, 0.1 mmol), 1-methyl-5-(4,4,5,5-tetramethyl-1,3,2-dioxaborolan-2-yl)pyridin-2(1H)-one (44.2 mg, 0.2 mmol), tetrakis(triphenylphosphine)palladium(0) (12 mg, 0.01 mmol), cesium carbonate (98 mg, 0.3 mmol), toluene (2 mL), ethanol (1 mL) and water (3 drops) was stirred at 100° C. for 16 hours. The mixture was diluted with water (10 mL) and extracted with ethyl acetate (3*... Reactants: CCCC[N+](CCCC)(CCCC)CCCC, ClCCl, CN(C)CCCl, COCOc1ccc(C(O)c2ccc(Cl)cc2)cc1N(C)C, Cl, [Na+], [OH-], O, O=S(=O)([O-])O. Yields the product COCOc1ccc(C(OCCN(C)C)c2ccc(Cl)cc2)cc1N(C)C. RXN SMILES: [CH2:35]([N+:36]([CH2:37][CH2:38][CH2:39][CH3:40])([CH2:41][CH2:42][CH2:43][CH3:44])[CH2:45][CH2:46][CH2:47][CH3:48])[CH2:49][CH2:50][CH3:51].[CH2:52]([Cl:53])[Cl:54].[CH3:24][N:25]([CH2:26][CH2:27][Cl:28])[CH3:29].[Cl:1][c:2]1[cH:3][cH:4][c:5]([CH:8]([OH:9])[c:10]2[cH:11][c:12]([N:20]([CH3:21])[CH3:22])[c:13]([O:16][CH2:17][O:18][CH3:19])[cH:14][cH:15]2)[cH:6][cH:7]1.[ClH:23].[Na+:56].[OH-:55].[OH2:57].[S:30]([O-:31])([OH:32])(=[O:33])=[O:34]>>[Cl:1][c:2]1[cH:3][cH:4][c:5]([CH:8]([O:9][CH2:27][CH2:26][N:25]([CH3:24])[CH3:29])[c:10]2[cH:11][c:12]([N:20]([CH3:21])[CH3:22])[c:13]([O:16][CH2:17][O:18][CH3:19])[cH:14][cH:15]2)[cH:6][cH:7]1. Starting materials: [N+](=O)([O-])C1=C(C(=CC(=C1)F)[N+](=O)[O-])C (2,6-dinitro-4-fluorotoluene), O.O.O.O.O.O.O.O.O.[S-2].[Na+].[Na+] (sodium sulfide nonahydrate). The solvent is C(C)O (ethanol), O (water), O (water). Reaction conditions: time 2.5 hour. The product is NC1=C(C(=CC(=C1)F)[N+](=O)[O-])C (2-amino-4-fluoro-6-nitrotoluene). As a reaction SMILES: [N+:1]([C:4]1[CH:9]=[C:8]([F:10])[CH:7]=[C:6]([N+:11]([O-])=O)[C:5]=1[CH3:14])([O-:3])=[O:2].O.O.O.O.O.O.O.O.O.[S-2].[Na+].[Na+]>C(O)C.O>[NH2:11][C:6]1[CH:7]=[C:8]([F:10])[CH:9]=[C:4]([N+:1]([O-:3])=[O:2])[C:5]=1[CH3:14] |f:1.2.3.4.5.6.7.8.9.10.11.12|. Procedure: A solution of 2,6-dinitro-4-fluorotoluene (8.1 g) in ethanol (130 mL) is treated dropwise with a solution of sodium sulfide nonahydrate (16.39 g) in water (90 mL). The mixture is allowed to stir at room temperature for 2.5 hours, then diluted with water (500 mL) and extracted with ethyl acetate (4×500 mL). The combined extracts are dried over sodium sulfate and rotary evaporated. The residue is purified by flash chromatography on silica gel, eluting with 15% ethyl acetate/hexane to afford 2-amin... Starting materials: FC=1C=C(C=CC1N1CCC2(NC(NC2=O)=O)CC1)N1C(O[C@H](C1)CNC(C)=O)=O ((S)-N-[[3-[3-Fluoro-4-[2′,5′-dioxospiro[piperidine-4,4′-imidazolidine]-1-yl]phenyl]-2-oxo-5-oxazolidinyl]methyl]acetamide), COC=1C=CC(=CC1)P2(=S)SP(=S)(S2)C=3C=CC(=CC3)OC (Lawesson's Reagent). Solvent: O1CCOCC1 (dioxane). The product is FC=1C=C(C=CC1N1CCC2(NC(NC2=O)=O)CC1)N1C(O[C@H](C1)CNC(C)=S)=O ((S)-N-[[3-[3-Fluoro-4-[2′,5′-dioxospiro[piperidine4,4′-imidazolidine]-1-yl]phenyl]-2-oxo-5-oxazolidinyl]methyl]thioacetamide). The yield is 22.6%. RXN SMILES: [F:1][C:2]1[CH:3]=[C:4]([N:20]2[CH2:24][C@H:23]([CH2:25][NH:26][C:27](=O)[CH3:28])[O:22][C:21]2=[O:30])[CH:5]=[CH:6][C:7]=1[N:8]1[CH2:19][CH2:18][C:11]2([C:15](=[O:16])[NH:14][C:13](=[O:17])[NH:12]2)[CH2:10][CH2:9]1.COC1C=CC(P2(SP(C3C=CC(OC)=CC=3)(=S)S2)=[S:40])=CC=1>O1CCOCC1>[F:1][C:2]1[CH:3]=[C:4]([N:20]2[CH2:24][C@H:23]([CH2:25][NH:26][C:27](=[S:40])[CH3:28])[O:22][C:21]2=[O:30])[CH:5]=[CH:6][C:7]=1[N:8]1[CH2:19][CH2:18][C:11]2([C:15](=[O:16])[NH:14][C:13](=[O:17])[NH:12]2)[CH2:10][CH2:9]1. Procedure: A stirred suspension of 32 (0.210 g, 0.500 mmol) in dioxane (5.0 mL), under nitrogen was treated with Lawesson's Reagent (0.202 g, 0.500 mmol), refluxed for 4 h and concentrated in vacuo. The residue was chromatographed on silica gel with mixtures of MeOH—NH4OH—CHCl3 containing 1-10% MeOH and 0.1-0.5% NH4OH and the resulting product was crystallized from MeOH—CHCl3-EtOAc to give 0.0491 g of 3: mp 218.5° C.; HR FAB MS theory for C19H22FN5O4S (M+): 435.1376; found 435.1370. Anal. calcd for C19H22F... The reactants are NC(C(CC(=O)C1=CC=CC=C1)[N+](=O)[O-])C (4-amino-3-nitro-valerophenone), S(=O)=O (sulphur dioxide), S(=O)([O-])S(=O)[O-].[Na+].[Na+] (sodium dithionite), Cl (hydrochloric acid). Solvent: O1CCOCC1 (dioxane), O (water), O (water). Yields the product NC(CC(=O)C1=CC=CC=C1)C(C)N (3,4-Diamino-valerophenone). Reaction SMILES: [NH2:1][CH:2]([CH3:16])[CH:3]([N+:13]([O-])=O)[CH2:4][C:5]([C:7]1[CH:12]=[CH:11][CH:10]=[CH:9][CH:8]=1)=[O:6].S(S([O-])=O)([O-])=O.[Na+].[Na+].Cl.S(=O)=O>O1CCOCC1.O>[NH2:13][CH:3]([CH:2]([NH2:1])[CH3:16])[CH2:4][C:5]([C:7]1[CH:12]=[CH:11][CH:10]=[CH:9][CH:8]=1)=[O:6] |f:1.2.3|. Procedure: A suspension of 3.9 g of 4-amino-3-nitro-valerophenone in 35 ml of dioxane and 9 ml of water is heated to the reflux temperature and the resulting solution is treated, in the course of 10 minutes, while boiling, with 14 g of sodium dithionite in 60 ml of water. The reaction mixture is boiled under reflux for a further 15 minutes and 6 N hydrochloric acid is then added dropwise until the pH is 3, a little sulphur dioxide escaping. The pH value is adjusted to 2, the mixture is allowed to react for... Product: FC(C1=C(C=CC(=C1)C=1OC2=C(C1)C=C(C=C2)CNCCC(=O)O)C2=CC=CC=C2)(F)F (3-{[2-(2-trifluoromethyl-biphenyl-4-yl)-benzofuran-5-ylmethyl]-amino}-propionic acid). Reaction SMILES: C([O:5][C:6](=[O:31])[CH2:7][CH2:8][NH:9][CH2:10][C:11]1[CH:12]=[CH:13][C:14]2[O:18][C:17]([C:19]3[CH:24]=[CH:23][C:22](Cl)=[C:21]([C:26]([F:29])([F:28])[F:27])[CH:20]=3)=[CH:16][C:15]=2[CH:30]=1)(C)(C)C.[C:32]1(OB(O)O)[CH:37]=[CH:36][CH:35]=[CH:34][CH:33]=1.C1(P(C2CCCCC2)C2C=CC=CC=2C2C=CC=CC=2)CCCCC1.[F-].[K+]>C1COCC1.C([O-])(=O)C.[Pd+2].C([O-])(=O)C>[F:29][C:26]([F:28])([F:27])[C:21]1[CH:20]=[C:19]([C:17]2[O:18][C:14]3[CH:13]=[CH:12][C:11]([CH2:10][NH:9][CH2:8][CH2:7][C:6]([OH:5])=[O:31])=[CH:30][C:15]=3[CH:16]=2)[CH:24]=[CH:23][C:22]=1[C:32]1[CH:37]=[CH:36][CH:35]=[CH:34][CH:33]=1 |f:3.4,6.7.8|. Reported procedure: To a solution of 3-{[2-(4-chloro-3-trifluoromethyl-phenyl)-benzofuran-5-ylmethyl]-amino}-propionic acid tert-butyl ester (1 eq) and phenyl boric acid (1.5 eq) in THF (0.5 M) is added palladium(II) acetate (0.1 eq), 2-(dicyclohexylphosphino)biphenyl (0.2 eq) and potassium fluoride (4.0 eq). The mixture is irradiated with microwave at 120° C. for 45 minutes. The product, 3-{[2-(2-trifluoromethyl-biphenyl-4-yl)-benzofuran-5-ylmethyl]-amino}-propionic acid tert-butyl ester, is purified with column c... Starting materials: C(C)(C)(C)OC(CCNCC=1C=CC2=C(C=C(O2)C2=CC(=C(C=C2)Cl)C(F)(F)F)C1)=O (3-{[2-(4-chloro-3-trifluoromethyl-phenyl)-benzofuran-5-ylmethyl]-amino}-propionic acid tert-butyl ester), C1(=CC=CC=C1)OB(O)O (phenyl boric acid), C1(CCCCC1)P(C1=C(C=CC=C1)C1=CC=CC=C1)C1CCCCC1 (2-(dicyclohexylphosphino)biphenyl), [F-].[K+] (potassium fluoride). The solvent is C1CCOC1 (THF). The reagents and catalysts are C(C)(=O)[O-].[Pd+2].C(C)(=O)[O-] (palladium(II) acetate). Yields the product FC(C(=O)O)(F)F.N(C1=CC=CC=C1)C(=O)NCCC(=O)NC=1C=CC=2NC3=C(C=NC(NC=4C=CC=C(CCC1C2)C4)=N3)Cl (3-[(Anilinocarbonyl)amino]-N-[6-chloro-2,4,8,22-tetraazatetracyclo[14.3.1.1(3,7).1(9,13)]docosa-1(20),3(22),4,6,9(21),10,12,16,18-nonaen-12-yl]propanamide trifluoroacetate). Yield: 35.0%. Starting materials: FC(C(=O)O)(F)F.FC(C(=O)O)(F)F.NCCC(=O)NC=1C=CC=2NC3=C(C=NC(NC=4C=CC=C(CCC1C2)C4)=N3)Cl (3-amino-N-[6-chloro-2,4,8,22-tetraazatetracyclo[14.3.1.1(3,7).1(9,13)]docosa-1(20),3(22),4,6,9(21),10,12,16,18-nonaen-12-yl]propanamide bis(trifluoroacetate)), C1(=CC=CC=C1)N=C=O (phenyl isocyanate). Procedure details: The desired compound was prepared according to the procedure of Example A9, step H using 3-amino-N-[6-chloro-2,4,8,22-tetraazatetracyclo[14.3.1.1(3,7).1(9,13)]docosa-1(20),3(22),4,6,9(21),10,12,16,18-nonaen-12-yl]propanamide bis(trifluoroacetate) and phenyl isocyanate as starting materials in 35% yield. LCMS for C28H27ClN7O2 (M+H)+: m/z=528.2. Reaction SMILES: [F:1][C:2]([F:7])([F:6])[C:3]([OH:5])=[O:4].FC(F)(F)C(O)=O.[NH2:15][CH2:16][CH2:17][C:18]([NH:20][C:21]1[CH:22]=[CH:23][C:24]2[NH:25][C:26]3[N:42]=[C:30]([NH:31][C:32]4[CH:33]=[CH:34][CH:35]=[C:36]([CH:41]=4)[CH2:37][CH2:38][C:39]=1[CH:40]=2)[N:29]=[CH:28][C:27]=3[Cl:43])=[O:19].[C:44]1([N:50]=[C:51]=[O:52])[CH:49]=[CH:48][CH:47]=[CH:46][CH:45]=1>>[F:1][C:2]([F:7])([F:6])[C:3]([OH:5])=[O:4].[NH:50]([C:51]([NH:15][CH2:16][CH2:17][C:18]([NH:20][C:21]1[CH:22]=[CH:23][C:24]2[NH:25][C:26]3[N:42]=[C:30]([NH:31][C:32]4[CH:33]=[CH:34][CH:35]=[C:36]([CH:41]=4)[CH2:37][CH2:38][C:39]=1[CH:40]=2)[N:29]=[CH:28][C:27]=3[Cl:43])=[O:19])=[O:52])[C:44]1[CH:49]=[CH:48][CH:47]=[CH:46][CH:45]=1 |f:0.1.2,4.5|. Product: ClC=1C=C2C=3C(=CC=CC3N(C2=CC1)CC1=CC=C(C=C1)F)O (6-Chloro-9-(4-fluorobenzyl)-9H-carbazol-4-ol). RXN SMILES: C1C=C[NH+]=CC=1.Br[Br-]Br.[Cl:10][C:11]1[CH:12]=[C:13]2[C:21](=[CH:22][CH:23]=1)[N:20]([CH2:24][C:25]1[CH:30]=[CH:29][C:28]([F:31])=[CH:27][CH:26]=1)[C:19]1[CH2:18][CH2:17][CH2:16][C:15](=[O:32])[C:14]2=1.[Br-].[Li+].C(=O)([O-])[O-].[Li+].[Li+]>C1COCC1.CN(C=O)C>[Cl:10][C:11]1[CH:12]=[C:13]2[C:21](=[CH:22][CH:23]=1)[N:20]([CH2:24][C:25]1[CH:30]=[CH:29][C:28]([F:31])=[CH:27][CH:26]=1)[C:19]1[CH:18]=[CH:17][CH:16]=[C:15]([OH:32])[C:14]2=1 |f:0.1,3.4,5.6.7|. The yield is 73.0%. Reactants: [Br-].[Li+] (lithium bromide), C([O-])([O-])=O.[Li+].[Li+] (lithium carbonate), Pyridinium bromide perbromide, ClC=1C=C2C=3C(CCCC3N(C2=CC1)CC1=CC=C(C=C1)F)=O (6-chloro-9-(4-fluorobenzyl)-1,2,3,9-tetrahydro-4H-carbazol-4-one). Procedure: Pyridinium bromide perbromide (0.6155 g, 0.0019 mol) is added to a solution of 6-chloro-9-(4-fluorobenzyl)-1,2,3,9-tetrahydro-4H-carbazol-4-one in THF (2.2 mL) and DMF (1.5 mL) and the mixture is heated to 75° C. After stirring for 3.5 h, the THF is removed under reduced pressure and the residue is partitioned between dichloromethane and brine. The combined organic layers are washed with dilute sodium thiosulfate/brine and the aqueous layer is backwashed with dichloromethane. The combined organi... Conditions: temperature 75 celsius, time 3.5 hour. Run in CN(C)C=O (DMF), C1CCOC1 (THF), CN(C)C=O (DMF). Reactants: C(CCCCCCC)O (Octanol), C(C)(=O)[O-] (acetate), P(=O)([O-])([O-])[O-] (phosphate), C(CCCCCCC)O (octanol), one, C(CCCCCCC)O (octanol). Run in O (water), O (water), O (water). Run at time 20 minute. Yields the product C(CCCCCCC)O.O (Octanol Water). Reaction SMILES: [CH2:1]([OH:9])[CH2:2][CH2:3][CH2:4][CH2:5][CH2:6][CH2:7][CH3:8].C([O-])(=[O:12])C.P([O-])([O-])([O-])=O>O>[CH2:1]([OH:9])[CH2:2][CH2:3][CH2:4][CH2:5][CH2:6][CH2:7][CH3:8].[OH2:12] |f:4.5|. Procedure details: Octanol was pre-equilibrated 24 h at RT with water, 0.1 M acetate buffer, pH 4.5 or 0.1 M phosphate buffer, pH 7.0. One μg of either BQC or BQC-G was added to a mixture of 250 μl octanol and 250 μl of one of the three water based pre-equilibrated solvents. After mixing for 24 h at RT, the samples were centrifuged 20 min at 10,000×g. Samples of the octanol and water layers were analyzed by HPLC.